This data is from the Open Reaction Database (ORD), a public repository of structured organic reaction records. The task is: describe an organic reaction: reactants, conditions, products, and yield Starting materials: ice, CCN(CC)S(F)(F)F (DAST), C(C1=CC=CC=C1)N1[C@H](CN(CC1)CC1=CC=CC=C1)CO (1,4-dibenzyl-2-(R)-piperazinemethanol). The solvent is C(Cl)Cl (methylene chloride), C(Cl)Cl (methylene chloride), C(=O)(O)[O-].[Na+] (NaHCO3). Conditions: time 20 hour. Product: C(C1=CC=CC=C1)N1[C@H](CN(CC1)CC1=CC=CC=C1)CF (1,4-dibenzyl-2-(R)-fluoromethylpiperazine). Reaction SMILES: CCN(S(F)(F)[F:7])CC.[CH2:10]([N:17]1[CH2:22][CH2:21][N:20]([CH2:23][C:24]2[CH:29]=[CH:28][CH:27]=[CH:26][CH:25]=2)[CH2:19][C@@H:18]1[CH2:30]O)[C:11]1[CH:16]=[CH:15][CH:14]=[CH:13][CH:12]=1>C(Cl)Cl.C([O-])(O)=O.[Na+]>[CH2:10]([N:17]1[CH2:22][CH2:21][N:20]([CH2:23][C:24]2[CH:29]=[CH:28][CH:27]=[CH:26][CH:25]=2)[CH2:19][C@@H:18]1[CH2:30][F:7])[C:11]1[CH:16]=[CH:15][CH:14]=[CH:13][CH:12]=1 |f:3.4|. Reported procedure: To an ice cooled solution of DAST (2 equivalents) in methylene chloride under N2 was added the alcohol prepared in Step 4 in methylene chloride dropwise. The yellow solution was stirred at 0° C. to room temperature for 20 hours. The reaction was diluted with NaHCO3, and the organic layer was separated and dried over sodium sulfate. The crude product was chromatographed on silica gel eluting with 10-50% EtOAc/hexanes giving the desired title compound as a yellow oil (40%). The reactants are C(C)(C)(C)NC(=O)N1C(CC2=CC=C(C=C12)Cl)=O (N-t-butyl-6-chloro-2-oxindole-1-carboxamide), C1(=CC=CS1)C(=O)Cl (2-thenoyl chloride), O (water), Cl (hydrochloric acid). Reagents/catalysts: CN(C)C1=CC=NC=C1 (4-(N,N-dimethylamino)pyridine). Run in CN(C=O)C (N,N-dimethylformamide), CN(C=O)C (N,N-dimethylformamide). Run at time 30 minute. The product is C(C)(C)(C)NC(=O)N1C(C(C2=CC=C(C=C12)Cl)C(C1=CC=CS1)=O)=O (N-t-Butyl-6-chloro-3-(2-thenoyl)-2-oxindole-1-carboxamide). Reaction SMILES: [C:1]([NH:5][C:6]([N:8]1[C:16]2[C:11](=[CH:12][CH:13]=[C:14]([Cl:17])[CH:15]=2)[CH2:10][C:9]1=[O:18])=[O:7])([CH3:4])([CH3:3])[CH3:2].[C:19]1([C:24](Cl)=[O:25])[S:23][CH:22]=[CH:21][CH:20]=1.O.Cl>CN(C1C=CN=CC=1)C.CN(C)C=O>[C:1]([NH:5][C:6]([N:8]1[C:16]2[C:11](=[CH:12][CH:13]=[C:14]([Cl:17])[CH:15]=2)[CH:10]([C:24](=[O:25])[C:19]2[S:23][CH:22]=[CH:21][CH:20]=2)[C:9]1=[O:18])=[O:7])([CH3:4])([CH3:2])[CH3:3]. Procedure: A solution of 667 mg (2.5 mmole) of N-t-butyl-6-chloro-2-oxindole-1-carboxamide and 684 mg (5.6 mmole) of 4-(N,N-dimethylamino)pyridine in 8 ml of N,N-dimethylformamide was cooled in an ice-bath, and then a solution of 410 mg (2.8 mmole) of 2-thenoyl chloride in 2 ml of N,N-dimethylformamide was added dropwise, with stirring. Stirring was continued for ca. 30 minutes, and then the reaction mixture was poured into a mixture of 60 ml of water and 2.5 ml of 3N hydrochloric acid. The resulting mixtu... The reactants are Brc1cnc2[nH]ccc2c1, CO, Cl, CCCS(=O)(=O)Nc1ccc(F)c(C=O)c1, [K+], [OH-], O. Yields the product CCCS(=O)(=O)Nc1ccc(F)c(C(O)c2c[nH]c3ncc(Br)cc23)c1. Reaction SMILES: [Br:1][c:2]1[cH:3][c:4]2[cH:5][cH:6][nH:7][c:8]2[n:9][cH:10]1.[CH3:30][OH:31].[ClH:29].[F:11][c:12]1[c:13]([CH:25]=[O:26])[cH:14][c:15]([NH:18][S:19](=[O:20])(=[O:21])[CH2:22][CH2:23][CH3:24])[cH:16][cH:17]1.[K+:28].[OH-:27].[OH2:32]>>[Br:1][c:2]1[cH:3][c:4]2[c:5]([CH:25]([c:13]3[c:12]([F:11])[cH:17][cH:16][c:15]([NH:18][S:19](=[O:20])(=[O:21])[CH2:22][CH2:23][CH3:24])[cH:14]3)[OH:26])[cH:6][nH:7][c:8]2[n:9][cH:10]1.